Dataset: the Open Reaction Database (ORD), a public repository of structured organic reaction records. Task: describe an organic reaction: reactants, conditions, products, and yield Reactants: BrC(C(C)O)P(O)(O)=O ((1-bromo-2-hydroxypropyl)phosphonic acid), [Na] (sodium), C(C)(=O)Br (acetyl bromide). The product is BrC(C(C)OC(C)=O)P(O)(O)=O ((1bromo-2-acetoxypropyl)phosphonic acid). As a reaction SMILES: [Br:1][CH:2]([P:6](=[O:9])([OH:8])[OH:7])[CH:3]([OH:5])[CH3:4].[Na].[C:11](Br)(=[O:13])[CH3:12]>>[Br:1][CH:2]([P:6](=[O:8])([OH:7])[OH:9])[CH:3]([O:5][C:11](=[O:13])[CH3:12])[CH3:4] |^1:9|. Reported procedure: One and one-half grams of (1-bromo-2-hydroxypropyl)phosphonic acid prepared from the sodium salt obtained in Example 22 is heated with 5 ml. of acetyl bromide for one hour. The excess acetyl bromide is distilled off under reduced pressure and ice-cold water is added to the residue. The solution is stirred at room temperature and lyophilized to give (1bromo-2-acetoxypropyl)phosphonic acid. The reactants are C(CCCCCCCCCCC)Br (dodecyl bromide), product, N1C=NC=C1 (imidazole), [OH-].[Na+] (NaOH). Reagents/catalysts: CCCCCCCC[N+](C)(CCCCCCCC)CCCCCCCC.[Cl-] (Aliquat 336). The solvent is C1=CC=CC=C1 (PhH). Product: C(CCCCCCCCCCC)N1C=NC=C1 (N-Dodecyl Imidazole). As a reaction SMILES: [CH2:1](Br)[CH2:2][CH2:3][CH2:4][CH2:5][CH2:6][CH2:7][CH2:8][CH2:9][CH2:10][CH2:11][CH3:12].[NH:14]1[CH:18]=[CH:17][N:16]=[CH:15]1.[OH-].[Na+]>CCCCCCCC[N+](CCCCCCCC)(CCCCCCCC)C.[Cl-].C1C=CC=CC=1>[CH2:1]([N:14]1[CH:18]=[CH:17][N:16]=[CH:15]1)[CH2:2][CH2:3][CH2:4][CH2:5][CH2:6][CH2:7][CH2:8][CH2:9][CH2:10][CH2:11][CH3:12] |f:2.3,4.5|. Procedure details: A stirred mixture of 9.96 g. of dodecyl bromide (40 mM), 5.44 g. of imidazole (80 mM), 100 ml. of 0.97N NaOH (97 mM), 100 ml. of PhH, and 336 mg. of Aliquat 336 (1 mM; methyltricaprylylammonium chloride) was refluxed for 23 h. The benzene layer was separated, washed with brine containing a little NaOH, and evaporated. The residue was purified of a little front-running and some origin impurities by quick chromatography on 150 g. of silica gel with 1:1 CH2Cl2 --EtOAc (Rf 0.35), affording 7.48 g. o... The reactants are CC(=O)OI1(C=2C=CC=CC2C(=O)O1)(OC(=O)C)OC(=O)C (Dess-Martin periodinane), COCCN1N=C(N=C1CO)C1=CC=CC=C1 ([2-(2-Methoxy-ethyl)-5-phenyl-2H-1,2,4-triazol-3-yl]-methanol). Run in C(Cl)Cl (Methylene chloride). The product is COCCN1N=C(N=C1C=O)C1=CC=CC=C1 (2-(2-Methoxy-ethyl)-5-phenyl-2H-[1,2,4]triazole-3-carbaldehyde). RXN SMILES: CC(OI1(OC(C)=O)(OC(C)=O)OC(=O)C2C=CC=CC1=2)=O.[CH3:23][O:24][CH2:25][CH2:26][N:27]1[C:31]([CH2:32][OH:33])=[N:30][C:29]([C:34]2[CH:39]=[CH:38][CH:37]=[CH:36][CH:35]=2)=[N:28]1>C(Cl)Cl>[CH3:23][O:24][CH2:25][CH2:26][N:27]1[C:31]([CH:32]=[O:33])=[N:30][C:29]([C:34]2[CH:39]=[CH:38][CH:37]=[CH:36][CH:35]=2)=[N:28]1. Procedure: Dess-Martin periodinane (1530 mg, 3.60 mmol) was added to a stirred suspension of [2-(2-Methoxy-ethyl)-5-phenyl-2H-1,2,4-triazol-3-yl]-methanol (840 mg, 3.6 mmol) dissolved in Methylene chloride (36.0 mL) at rt under Ar. The solution was stirred ON. Some solid was filtered off and discarded. Sat NaHCO3 (35 ml) and more DCM (35 ml) were added to the DCM solution. The solvent was evaporated off and the crude product was purified by silica gel cromatography (Eluent: 50% EtOAc in heptane). Yield: 0.... Starting materials: O1CCCC1 (tetrahydrofuran), dimethyl ester, ClC1=CC=C(C=C1)C(CCC(=O)O)(CCC(=O)O)C#N (4-(p-chlorophenyl)-4-cyanopimelic acid), C(#N)C(CCC(=O)O)(CCC(=O)O)C1=CC=C(C=C1)C (4-cyano-4-(p-tolyl)pimelic acid), dimethyl ester, CC(C)([O-])C.[K+] (potassium tert-butoxide). Run in C(C)(=O)O (acetic acid). Yields the product C(=O)(OC)C1C(CCC(C1)(C1=CC=C(C=C1)C)C#N)=O (2-carbomethoxy-4-cyano-4-(p-tolyl)cyclohexanone). Isolated yield 99.0%. Reaction SMILES: [C:1]([C:3]([C:14]1[CH:19]=[CH:18][C:17]([CH3:20])=[CH:16][CH:15]=1)([CH2:9][CH2:10][C:11]([OH:13])=O)[CH2:4][CH2:5][C:6]([OH:8])=[O:7])#[N:2].Cl[C:22]1C=CC(C(C#N)(CCC(O)=O)CCC(O)=O)=CC=1.O1CCCC1.CC(C)([O-])C.[K+]>C(O)(=O)C>[C:6]([CH:5]1[CH2:4][C:3]([C:1]#[N:2])([C:14]2[CH:19]=[CH:18][C:17]([CH3:20])=[CH:16][CH:15]=2)[CH2:9][CH2:10][C:11]1=[O:13])([O:8][CH3:22])=[O:7] |f:3.4|. Procedure details: Following the procedure of Example 1, Part B, but substituting 42.44 gm. (0.14 mole) of the dimethyl ester of 4-cyano-4-(p-tolyl)pimelic acid (prepared in Part A, above) for the dimethyl ester of 4-(p-chlorophenyl)-4-cyanopimelic acid and using 900 ml. of the tetrahydrofuran, 31.5 gm. (0.28 mole) of the potassium tert-butoxide, and 225 ml. of the 2.5 N aqueous acetic acid instead of the 700 ml., the 24.4 gm. (0.218 mole), and the 175 ml., respectively, there is prepared 39.3 gm. (99% yield) of 2... Reactants: C(C)OC(=O)C=1C=2N=CC=NC2C(=CC1)C1=C(C(=CC(=C1)OC)OC)F (8-(2-fluoro-3,5-dimethoxy-phenyl)-quinoxaline-5-carboxylic acid ethyl ester), CN1CCN(CC1)CC=1C=CC(=NC1)NC(=O)C=1C=2N=CC=NC2C(=CC1)C1=C(C(=CC(=C1Cl)OC)OC)Cl (8-(2,6-Dichloro-3,5-dimethoxy-phenyl)-quinoxaline-5-carboxylic acid [5-(4-methyl-piperazin-1-ylmethyl)-pyridin-2-yl]amide). Run in C(Cl)Cl.CO (DCM MeOH). Run at time 1 hour. The product is CN1CCN(CC1)CC=1C=CC(=NC1)NC(=O)C=1C=2N=CC=NC2C(=CC1)C1=C(C(=CC(=C1)OC)OC)F (8-(2-Fluoro-3,5-dimethoxy-phenyl)-quinoxaline-5-carboxylic acid [5-(4-methyl-piperazin-1-ylmethyl)-pyridin-2-yl]amide). Reaction SMILES: C([O:3][C:4]([C:6]1[C:7]2[N:8]=[CH:9][CH:10]=[N:11][C:12]=2[C:13]([C:16]2[CH:21]=[C:20]([O:22][CH3:23])[CH:19]=[C:18]([O:24][CH3:25])[C:17]=2[F:26])=[CH:14][CH:15]=1)=O)C.[CH3:27][N:28]1[CH2:33][CH2:32][N:31]([CH2:34][C:35]2[CH:36]=[CH:37][C:38]([NH:41]C(C3C4N=CC=NC=4C(C4C(Cl)=C(OC)C=C(OC)C=4Cl)=CC=3)=O)=[N:39][CH:40]=2)[CH2:30][CH2:29]1>C(Cl)Cl.CO>[CH3:27][N:28]1[CH2:33][CH2:32][N:31]([CH2:34][C:35]2[CH:36]=[CH:37][C:38]([NH:41][C:4]([C:6]3[C:7]4[N:8]=[CH:9][CH:10]=[N:11][C:12]=4[C:13]([C:16]4[CH:21]=[C:20]([O:22][CH3:23])[CH:19]=[C:18]([O:24][CH3:25])[C:17]=4[F:26])=[CH:14][CH:15]=3)=[O:3])=[N:39][CH:40]=2)[CH2:30][CH2:29]1 |f:2.3|. Reported procedure: The title compound was prepared in analogy to the procedure described in Example 115 but using 8-(2-fluoro-3,5-dimethoxy-phenyl)-quinoxaline-5-carboxylic acid ethyl ester (Step 143.1), 5-(4-methyl-piperazin-1-ylmethyl)-pyridin-2-ylamine (Example 31; purified by silica gel column chromatography), and stirring the reaction mixture for 1 h at reflux. Title compound: ESI-MS: 517.1 [M+H]+; tR=3.37 min (System 1); TLC: Rf=0.11 (DCM/MeOH/NH3aq, 94:5:1).